Task: describe an organic reaction: reactants, conditions, products, and yield. Dataset: the Open Reaction Database (ORD), a public repository of structured organic reaction records Reactants: CCCCCCCC(=O)Cl, ClCCl, N#Cc1ccc(Nc2nc(N)cc(Cc3c(Cl)cccc3Cl)n2)cc1, c1ccncc1. Yields the product CCCCCCCC(=O)Nc1cc(Cc2c(Cl)cccc2Cl)nc(Nc2ccc(C#N)cc2)n1. Reaction SMILES: [C:32]([CH2:33][CH2:34][CH2:35][CH2:36][CH2:37][CH2:38][CH3:39])(=[O:40])[Cl:41].[Cl:42][CH2:43][Cl:44].[NH2:7][c:8]1[n:9][c:10]([NH:23][c:24]2[cH:25][cH:26][c:27]([C:28]#[N:29])[cH:30][cH:31]2)[n:11][c:12]([CH2:14][c:15]2[c:16]([Cl:22])[cH:17][cH:18][cH:19][c:20]2[Cl:21])[cH:13]1.[cH:1]1[cH:2][cH:3][n:4][cH:5][cH:6]1>>[NH:7]([c:8]1[n:9][c:10]([NH:23][c:24]2[cH:25][cH:26][c:27]([C:28]#[N:29])[cH:30][cH:31]2)[n:11][c:12]([CH2:14][c:15]2[c:16]([Cl:22])[cH:17][cH:18][cH:19][c:20]2[Cl:21])[cH:13]1)[C:32]([CH2:33][CH2:34][CH2:35][CH2:36][CH2:37][CH2:38][CH3:39])=[O:40].